describe an organic reaction: reactants, conditions, products, and yield From a dataset of the Open Reaction Database (ORD), a public repository of structured organic reaction records. Starting materials: C(Cl)Cl (Methylene chloride), Cl (hydrochloric acid), CC1=C(OCC2=C(C=CC=C2)C(C(=O)N)=NOC)C=C(C=C1)C (2-[2-(2,5-dimethylphenoxymethyl)phenyl]-2-methoxyiminoacetamide). The solvent is O (water). Conditions: time 18 hour. Product: CC1=C(OCC2=C(C=CC=C2)\C(\C(=O)N)=N/OC)C=C(C=C1)C ((E)-2-[2-(2,5-dimethylphenoxymethyl)phenyl]-2-methoxyiminoacetamide). Isolated yield 86.6%. Reaction SMILES: C(Cl)Cl.Cl.[CH3:5][C:6]1[CH:26]=[CH:25][C:24]([CH3:27])=[CH:23][C:7]=1[O:8][CH2:9][C:10]1[CH:15]=[CH:14][CH:13]=[CH:12][C:11]=1[C:16](=[N:20][O:21][CH3:22])[C:17]([NH2:19])=[O:18]>O>[CH3:5][C:6]1[CH:26]=[CH:25][C:24]([CH3:27])=[CH:23][C:7]=1[O:8][CH2:9][C:10]1[CH:15]=[CH:14][CH:13]=[CH:12][C:11]=1/[C:16](=[N:20]\[O:21][CH3:22])/[C:17]([NH2:19])=[O:18]. Reported procedure: Methylene chloride (60 ml) and conc. hydrochloric acid (20 ml) were added to 2-[2-(2,5-dimethylphenoxymethyl)phenyl]-2-methoxyiminoacetamide (Z=at least 98%) (6.25 g, 0.02 mol), and the mixture was stirred at room temperature for 18 hours. After completion of the reaction, water (150 ml) was added. The mixture was extracted with methylene chloride (100 ml), dried over anhydrous magnesium sulfate, and concentrated under reduced pressure to give crystals. The crystals were recrystallized from n-he... Starting materials: CC1CN(Cc2ccccc2)CCC1=NN(C)C, CC(C)[N-]C(C)C, [Li+], C1CCOC1. Yields the product [Li]C, CC(C)NC(C)C. As a reaction SMILES: [CH3:1][N:2]([CH3:3])[N:4]=[C:5]1[CH2:6][CH2:7][N:8]([CH2:9][c:10]2[cH:11][cH:12][cH:13][cH:14][cH:15]2)[CH2:16][CH:17]1[CH3:18].[CH:19]([CH3:20])([CH3:21])[N-:22][CH:23]([CH3:24])[CH3:25].[Li+:26].[O:27]1[CH2:28][CH2:29][CH2:30][CH2:31]1>>[CH3:1][Li:26].[CH:19]([CH3:20])([CH3:21])[NH:22][CH:23]([CH3:24])[CH3:25]. Starting materials: CNC(=O)C1=C(C2=NC=CC=C2N1)SC1=CC=CC=C1 (3-phenylsulfanyl-1H-pyrrolo[3,2-b]pyridine-2-carboxylic acid methylamide), COS(=O)(=O)OC (dimethylsulfate). Solvent: CN(C)C=O (DMF). The product is CNC(=O)C1=C(C2=NC=CC=C2N1C)SC1=CC=CC=C1 (1-Methyl-3-phenylsulfanyl-1H-pyrrolo[3,2-b]pyridine-2-carboxylic acid methylamide). As a reaction SMILES: [CH3:1][NH:2][C:3]([C:5]1[NH:13][C:12]2[C:7](=[N:8][CH:9]=[CH:10][CH:11]=2)[C:6]=1[S:14][C:15]1[CH:20]=[CH:19][CH:18]=[CH:17][CH:16]=1)=[O:4].[CH3:21]OS(OC)(=O)=O>CN(C=O)C>[CH3:1][NH:2][C:3]([C:5]1[N:13]([CH3:21])[C:12]2[C:7](=[N:8][CH:9]=[CH:10][CH:11]=2)[C:6]=1[S:14][C:15]1[CH:20]=[CH:19][CH:18]=[CH:17][CH:16]=1)=[O:4]. Reported procedure: Treat 3-phenylsulfanyl-1H-pyrrolo[3,2-b]pyridine-2-carboxylic acid methylamide Ia-33 (1.0 equiv) in DMF with dimethylsulfate (1.5 equiv) as described in General Synthetic Procedure V to provide Ia-29 as an ivory colored solid, MS Obs 298.09 (M+1).